This data is from the Open Reaction Database (ORD), a public repository of structured organic reaction records. The task is: describe an organic reaction: reactants, conditions, products, and yield As a reaction SMILES: [CH2:29]1[O:30][CH2:31][CH2:32][CH2:33]1.[CH3:24][N:25]([CH:26]=[O:27])[CH3:28].[CH3:8][CH2:9][CH2:10][CH2:11][Li:12].[CH:1]([NH:2][CH:3]([CH3:4])[CH3:5])([CH3:6])[CH3:7].[Cl:13][c:14]1[n:15][c:16]2[cH:17][cH:18][cH:19][cH:20][c:21]2[cH:22][cH:23]1>>[Cl:13][c:14]1[n:15][c:16]2[cH:17][cH:18][cH:19][cH:20][c:21]2[cH:22][c:23]1[CH:26]=[O:27]. Starting materials: C1CCOC1, CN(C)C=O, [Li]CCCC, CC(C)NC(C)C, Clc1ccc2ccccc2n1. Product: O=Cc1cc2ccccc2nc1Cl. Starting materials: CC(C)C[Al+]CC(C)C, C1CCOC1, CCOC(=O)c1c(-c2c(Cl)cccc2Cl)noc1C1CC1, [H-]. Yields the product OCc1c(-c2c(Cl)cccc2Cl)noc1C1CC1. Reaction SMILES: [CH2:23]([Al+:24][CH2:25][CH:26]([CH3:27])[CH3:28])[CH:29]([CH3:30])[CH3:31].[CH2:32]1[O:33][CH2:34][CH2:35][CH2:36]1.[CH:1]1([c:4]2[c:5]([C:17](=[O:18])[O:19][CH2:20][CH3:21])[c:6](-[c:9]3[c:10]([Cl:16])[cH:11][cH:12][cH:13][c:14]3[Cl:15])[n:7][o:8]2)[CH2:2][CH2:3]1.[H-:22]>>[CH:1]1([c:4]2[c:5]([CH2:17][OH:18])[c:6](-[c:9]3[c:10]([Cl:16])[cH:11][cH:12][cH:13][c:14]3[Cl:15])[n:7][o:8]2)[CH2:2][CH2:3]1. The reactants are C#CC(CC)O (1-pentyn-3-ol), IC1=C2/C(/C(NC2=CC=C1[N+](=O)[O-])=O)=C/C1=C(N=CN1)C ((Z)-1,3-dihydro-4-iodo-3-[(4-methyl-1H-imidazol-5-yl)methylene]-5-nitro-2H-indol-2-one), IC1=C2/C(/C(NC2=CC=C1[N+](=O)[O-])=O)=C/C1=C(N=CN1)C ((Z)-1,3-dihydro-4-iodo-3-[(4-methyl-1H-imidazol-5-yl)methylene]-5-nitro-2H-indol-2-one). Reagents/catalysts: Cl[Pd]([P](C1=CC=CC=C1)(C2=CC=CC=C2)C3=CC=CC=C3)([P](C4=CC=CC=C4)(C5=CC=CC=C5)C6=CC=CC=C6)Cl ((Ph3P)2PdCl2). Run in CCN(CC)CC (Et3N), CN(C)C=O (DMF). The product is OC(C#CC1=C2/C(/C(NC2=CC=C1[N+](=O)[O-])=O)=C/C1=C(N=CN1)C)CC (rac-(Z)-1,3-dihydro-4-(3-hydroxy-1-pentynyl)-3-[(4-methyl-1H-imidazol-5-yl)methylene]-5-nitro-2H-indol-2-one). Reaction SMILES: [CH:1]#[C:2][CH:3]([OH:6])[CH2:4][CH3:5].I[C:8]1[C:16]([N+:17]([O-:19])=[O:18])=[CH:15][CH:14]=[C:13]2[C:9]=1/[C:10](=[CH:21]/[C:22]1[NH:26][CH:25]=[N:24][C:23]=1[CH3:27])/[C:11](=[O:20])[NH:12]2>Cl[Pd](Cl)([P](C1C=CC=CC=1)(C1C=CC=CC=1)C1C=CC=CC=1)[P](C1C=CC=CC=1)(C1C=CC=CC=1)C1C=CC=CC=1.CN(C=O)C.CCN(CC)CC>[OH:6][CH:3]([CH2:4][CH3:5])[C:2]#[C:1][C:8]1[C:16]([N+:17]([O-:19])=[O:18])=[CH:15][CH:14]=[C:13]2[C:9]=1/[C:10](=[CH:21]/[C:22]1[NH:26][CH:25]=[N:24][C:23]=1[CH3:27])/[C:11](=[O:20])[NH:12]2 |^1:30,49|. Procedure: Using Method C above, 1-pentyn-3-ol (52.6 mg, 0.63 mmol) (Aldrich) was coupled with (Z)-1,3-dihydro-4-iodo-3-[(4-methyl-1H-imidazol-5-yl)methylene]-5-nitro-2H-indol-2-one (100 mg, 0.25 mmol) (Starting Material 4 supra) using (Ph3P)2PdCl2 (17.5 mg) and Cul (4.8 mg) as catalyst in DMF (3 mL) and Et3N (3 mL) as solvent at 80° C. for 6 h to give rac-(Z)-1,3-dihydro-4-(3-hydroxy-1-pentynyl)-3-[(4-methyl-1H-imidazol-5-yl)methylene]-5-nitro-2H-indol-2-one. (Yield 12 mg, 14%). The reactants are C(=O)(O)[O-].[Na+] (NaHCO3), C(C)(=O)OCC (ethyl acetate), C(CCC)C=1N=C(SC1COC1=CC(=C(C=C1)CCl)Cl)C1=CC=C(C=C1)C(F)(F)F (4-Butyl-5-(3-chloro-4-chloromethyl-phenoxymethyl)-2-(4-trifluoromethyl-phenyl)-thiazole), C(C)#N (acetonitrile). Reagents/catalysts: [C-]#N.C(CCC)[N+](CCCC)(CCCC)CCCC (tetrabutylammonium cyanide). Run at time 1 hour. The product is C(CCC)C=1N=C(SC1COC1=CC(=C(C=C1)CC#N)Cl)C1=CC=C(C=C1)C(F)(F)F ({4-[4-Butyl-2-(4-trifluoromethyl-phenyl)-thiazol-5-ylmethoxy]-2-chloro-phenyl}-acetonitrile). Reaction SMILES: [CH2:1]([C:5]1[N:6]=[C:7]([C:21]2[CH:26]=[CH:25][C:24]([C:27]([F:30])([F:29])[F:28])=[CH:23][CH:22]=2)[S:8][C:9]=1[CH2:10][O:11][C:12]1[CH:17]=[CH:16][C:15]([CH2:18]Cl)=[C:14]([Cl:20])[CH:13]=1)[CH2:2][CH2:3][CH3:4].C([O-])(O)=O.[Na+].C(OCC)(=O)C.[C:42](#[N:44])C>[C-]#N.C([N+](CCCC)(CCCC)CCCC)CCC>[CH2:1]([C:5]1[N:6]=[C:7]([C:21]2[CH:26]=[CH:25][C:24]([C:27]([F:30])([F:29])[F:28])=[CH:23][CH:22]=2)[S:8][C:9]=1[CH2:10][O:11][C:12]1[CH:17]=[CH:16][C:15]([CH2:18][C:42]#[N:44])=[C:14]([Cl:20])[CH:13]=1)[CH2:2][CH2:3][CH3:4] |f:1.2,5.6|. Reported procedure: 3.1 g crude 4-Butyl-5-(3-chloro-4-chloromethyl-phenoxymethyl)-2-(4-trifluoromethyl-phenyl)-thiazole was dissolved in 50 ml acetonitrile. 2.0 g tetrabutylammonium cyanide were added and the reaction mixture stirred at room temperature for one hour. Then a mixture of saturated NaHCO3 solution, ice and ethyl acetate was added. The aqueous phase was separated and extracted three times with portions of 30 ml ethylacetate. The combined organic layers were washed with ice cold water and brine and dried... Starting materials: C(C)C=1C(=NC2=CC=CC=C2N1)C1=NN2C(N=C(C=C2NC2CCOCC2)N2CCCC2)=C1 (2-(3-ethylquinoxalin-2-yl)-5-pyrrolidin-1-yl-N-(tetrahydro-2H-pyran-4-yl)pyrazolo[1,5-a]pyrimidin-7-amine), Cl (hydrogen chloride). Run in C(Cl)(Cl)Cl (chloroform), O1CCOCC1 (1,4-dioxane). Product: Cl.Cl.C(C)C=1C(=NC2=CC=CC=C2N1)C1=NN2C(N=C(C=C2NC2CCOCC2)N2CCCC2)=C1 (2-(3-ethylquinoxalin-2-yl)-5-pyrrolidin-1-yl-N-(tetrahydro-2H-pyran-4-yl)pyrazolo[1,5-a]pyrimidin-7-amine dihydrochloride), C(C)C=1C(=NC2=CC=CC=C2N1)C1=NN2C(N=C(C=C2NC2CCOCC2)N2CCCC2)=C1 (2-(3-ethylquinoxalin-2-yl)-5-pyrrolidin-1-yl-N-(tetrahydro-2H-pyran-4-yl)pyrazolo[1,5-a]pyrimidin-7-amine). Reaction SMILES: [CH2:1]([C:3]1[C:4]([C:13]2[CH:33]=[C:16]3[N:17]=[C:18]([N:28]4[CH2:32][CH2:31][CH2:30][CH2:29]4)[CH:19]=[C:20]([NH:21][CH:22]4[CH2:27][CH2:26][O:25][CH2:24][CH2:23]4)[N:15]3[N:14]=2)=[N:5][C:6]2[C:11]([N:12]=1)=[CH:10][CH:9]=[CH:8][CH:7]=2)[CH3:2].[ClH:34]>C(Cl)(Cl)Cl.O1CCOCC1>[ClH:34].[ClH:34].[CH2:1]([C:3]1[C:4]([C:13]2[CH:33]=[C:16]3[N:17]=[C:18]([N:28]4[CH2:32][CH2:31][CH2:30][CH2:29]4)[CH:19]=[C:20]([NH:21][CH:22]4[CH2:27][CH2:26][O:25][CH2:24][CH2:23]4)[N:15]3[N:14]=2)=[N:5][C:6]2[C:11]([N:12]=1)=[CH:10][CH:9]=[CH:8][CH:7]=2)[CH3:2].[CH2:1]([C:3]1[C:4]([C:13]2[CH:33]=[C:16]3[N:17]=[C:18]([N:28]4[CH2:32][CH2:31][CH2:30][CH2:29]4)[CH:19]=[C:20]([NH:21][CH:22]4[CH2:27][CH2:26][O:25][CH2:24][CH2:23]4)[N:15]3[N:14]=2)=[N:5][C:6]2[C:11]([N:12]=1)=[CH:10][CH:9]=[CH:8][CH:7]=2)[CH3:2] |f:4.5.6|. Procedure details: To a solution of 2-(3-ethylquinoxalin-2-yl)-5-pyrrolidin-1-yl-N-(tetrahydro-2H-pyran-4-yl)pyrazolo[1,5-a]pyrimidin-7-amine (132 mg, 2.00 mmol) in chloroform (2.0 mL) was added 4N hydrogen chloride solution in 1,4-dioxane (0.5 mL). The resulting precipitate was collected and washed with diethyl ether to give 2-(3-ethylquinoxalin-2-yl)-5-pyrrolidin-1-yl-N-(tetrahydro-2H-pyran-4-yl)pyrazolo[1,5-a]pyrimidin-7-amine dihydrochloride (the compound of Example 1.004 listed in the Table of Examples as des... Starting materials: C(C1=CC=CC=C1)OC1=CC=C2CCN=C(C2=C1)C1(CCC1)C1=C(C=C(C=C1)Cl)OC (7-(benzyloxy)-1-[1-(4-chloro-2-methoxyphenyl)cyclobutyl]-3,4-dihydroisoquinoline). The solvent is Br (hydrobromic acid), C(C)(=O)O (acetic acid). Reaction conditions: time 15 minute. Yields the product ClC1=CC(=C(C=C1)C1(CCC1)C1=NCCC2=CC=C(C=C12)O)OC (1-[1-(4-Chloro-2-methoxyphenyl)cyclobutyl]-3,4-dihydroisoquinolin-7-ol). Reaction SMILES: C([O:8][C:9]1[CH:18]=[C:17]2[C:12]([CH2:13][CH2:14][N:15]=[C:16]2[C:19]2([C:23]3[CH:28]=[CH:27][C:26]([Cl:29])=[CH:25][C:24]=3[O:30][CH3:31])[CH2:22][CH2:21][CH2:20]2)=[CH:11][CH:10]=1)C1C=CC=CC=1>Br.C(O)(=O)C>[Cl:29][C:26]1[CH:27]=[CH:28][C:23]([C:19]2([C:16]3[C:17]4[C:12](=[CH:11][CH:10]=[C:9]([OH:8])[CH:18]=4)[CH2:13][CH2:14][N:15]=3)[CH2:20][CH2:21][CH2:22]2)=[C:24]([O:30][CH3:31])[CH:25]=1. Procedure details: 7-(benzyloxy)-1-[1-(4-chloro-2-methoxyphenyl)cyclobutyl]-3,4-dihydroisoquinoline (460 mg, 1.065 mmol) were dissolved in 33% hydrobromic acid in acetic acid. The reaction mixture was stirred at room temperature for 15 min. The solvent was evaporated in vacuo. Toluene was added and evaporated in vacuo (repeated three times). The crude product was purified by flash chromatography (silica, dichloromethane then dichloromethane:methanol=4:1). Yield: 322 mg (0.942 mmol, 88%). The reactants are [N+](=O)([O-])C1=C(C=2C(C3=C(C=CC=C3C(C2C=C1)=O)C(C)=O)=O)C(C)=O (Mono-nitro 1,8-diacetylanthraquinone), mixture, O1CCCC1 (tetrahydrofuran), [C-]#N.[Na+] (NaCN), O (water). Conditions: temperature 50 celsius. The product is C(=O)(O)C=1C=C(C=2C(C3=C(C=CC=C3C(C2C1)=O)C(C)=O)=O)C(C)=O (3-carboxy-1,8-diacetylanthraquinone). Yield: 44.0%. Reaction SMILES: [N+]([C:4]1[CH:17]=[CH:16][C:15]2[C:14](=[O:18])[C:13]3[C:8](=[C:9]([C:19](=[O:21])[CH3:20])[CH:10]=[CH:11][CH:12]=3)[C:7](=[O:22])[C:6]=2[C:5]=1[C:23](=[O:25])[CH3:24])([O-])=O.[O:26]1[CH2:30]CCC1.[C-]#N.[Na+].[OH2:34]>>[C:30]([C:17]1[CH:4]=[C:5]([C:23](=[O:25])[CH3:24])[C:6]2[C:7](=[O:22])[C:8]3[C:13]([C:14](=[O:18])[C:15]=2[CH:16]=1)=[CH:12][CH:11]=[CH:10][C:9]=3[C:19](=[O:21])[CH3:20])([OH:26])=[O:34] |f:2.3|. Procedure details: Mono-nitro 1,8-diacetylanthraquinone (1 g; M.W. 397; 2.52 mmoles) was added to 10 ml of a mixture tetrahydrofuran: water=20:80 by volume. The mixture was heated to 50° C. under constant stirring followed by addition of NaCN (1.4 g; M.W. 49; 28.57 moles). The reaction mixture was maintained overnight at 50° C. under constant agitation. The resulting mixture was filtered and washed with water. The bright yellow-greenish crystals were dried at 50° C. 3-carboxy-1,8-diacetylanthraquinone was obtained... Reactants: CO, Nc1ccc(CC(=O)O)cc1, O=S(=O)(O)O. Product: COC(=O)Cc1ccc(N)cc1. RXN SMILES: [CH3:17][OH:18].[NH2:1][c:2]1[cH:3][cH:4][c:5]([CH2:8][C:9](=[O:10])[OH:11])[cH:6][cH:7]1.[S:12](=[O:13])(=[O:14])([OH:15])[OH:16]>>[NH2:1][c:2]1[cH:3][cH:4][c:5]([CH2:8][C:9](=[O:10])[O:11][CH3:17])[cH:6][cH:7]1. The reactants are CN(C)C=O (DMF), [N+](=O)([O-])C1=CC=C(C=C1)C=1N=C2SC3=C(N2C1)C=CC(=C3)O (2-(4-nitrophenyl)imidazo[2,1-b][1,3]benzothiazol-7-ol), C([O-])([O-])=O.[K+].[K+] (potassium carbonate), Cl.ClCCN1CCOCC1 (4-(2-chloroethyl)morpholine hydrochloride). The solvent is O (water). Conditions: temperature 85 celsius, time 48 hour. Yields the product N1(CCOCC1)CCOC1=CC2=C(N3C(S2)=NC(=C3)C3=CC=C(C=C3)[N+](=O)[O-])C=C1 (7-(2-morpholin-4-yl-ethoxy)-2-(4-nitrophenyl)imidazo[2,1-b][1,3]benzothiazole). Yield: 86.0%. As a reaction SMILES: CN(C=O)C.[N+:6]([C:9]1[CH:14]=[CH:13][C:12]([C:15]2[N:16]=[C:17]3[N:21]([CH:22]=2)[C:20]2[CH:23]=[CH:24][C:25]([OH:27])=[CH:26][C:19]=2[S:18]3)=[CH:11][CH:10]=1)([O-:8])=[O:7].C(=O)([O-])[O-].[K+].[K+].Cl.Cl[CH2:36][CH2:37][N:38]1[CH2:43][CH2:42][O:41][CH2:40][CH2:39]1>O>[N:38]1([CH2:37][CH2:36][O:27][C:25]2[CH:24]=[CH:23][C:20]3[N:21]4[CH:22]=[C:15]([C:12]5[CH:13]=[CH:14][C:9]([N+:6]([O-:8])=[O:7])=[CH:10][CH:11]=5)[N:16]=[C:17]4[S:18][C:19]=3[CH:26]=2)[CH2:43][CH2:42][O:41][CH2:40][CH2:39]1 |f:2.3.4,5.6|. Reported procedure: This product was prepared according to J. Med. Chem. 2009, 52, 7808-7816 with some modifications. A mixture of 2-amino-1,3-benzothiazol-6-ol (2.0 g, 12.18 mmol) and 2-bromo-4′-nitroacetophenone (2.97 g, 12.18 mmol) in IPA (40 ml) was heated to reflux for 24 h. The reaction mixture was then cooled to 0° C. and the resulting precipitate was filtrated and washed with IPA to afford 2-(4-nitrophenyl)imidazo[2,1-b][1,3]benzothiazol-7-ol (65% c.y.). To a DMF (52 ml) solution of 2-(4-nitrophenyl)imidazo...